The task is: describe an organic reaction: reactants, conditions, products, and yield. This data is from the Open Reaction Database (ORD), a public repository of structured organic reaction records. Reactants: CCc1ccc2c(c1)CCN2, [K+], O=[N+]([O-])[O-], [Na+], [OH-], O=S(=O)(O)O. The product is CCc1cc2c(cc1[N+](=O)[O-])NCC2. RXN SMILES: [CH2:1]([CH3:2])[c:3]1[cH:4][c:5]2[c:9]([cH:10][cH:11]1)[NH:8][CH2:7][CH2:6]2.[K+:16].[N+:12](=[O:13])([O-:14])[O-:15].[Na+:18].[OH-:17].[S:19](=[O:20])(=[O:21])([OH:22])[OH:23]>>[CH2:1]([CH3:2])[c:3]1[cH:4][c:5]2[c:9]([cH:10][c:11]1[N+:12](=[O:13])[O-:14])[NH:8][CH2:7][CH2:6]2. Starting materials: FC(C=1C=C(C=O)C=CC1)(F)F (3-(trifluoromethyl)benzaldehyde), [OH-].[Na+] (sodium hydroxide), NO.Cl (hydrochloric acid hydroxylamine). Yields the product FC(C=1C=C(C=NO)C=CC1)(F)F (3-(trifluoromethyl)benzaldehydeoxime). The yield is 93.5%. RXN SMILES: [F:1][C:2]([F:12])([F:11])[C:3]1[CH:4]=[C:5]([CH:8]=[CH:9][CH:10]=1)[CH:6]=O.[OH-:13].[Na+].[NH2:15]O.Cl>>[F:1][C:2]([F:12])([F:11])[C:3]1[CH:4]=[C:5]([CH:8]=[CH:9][CH:10]=1)[CH:6]=[N:15][OH:13] |f:1.2,3.4|. Procedure: In a similar manner as described in Preparation Example 1, by using 3-(trifluoromethyl)benzaldehyde (34.82 g, 200.0 mmol), sodium hydroxide (12.00 g, 300.0 mmol) and hydrochloric acid hydroxylamine (16.68 g, 240 mmol), a white solid required compound (35.33 g, 187 mmol, 93%) was obtained.